From a dataset of the Open Reaction Database (ORD), a public repository of structured organic reaction records. describe an organic reaction: reactants, conditions, products, and yield The reactants are BrC1=CN(C=2N=CN=C(C21)Cl)C(C)C (5-Bromo-4-chloro-7-isopropyl-7H-pyrrolo[2,3-d]pyrimidine), ClC=1C=C(C(=O)N(C)OC)C=CN1 (2-Chloro-N-methoxy-N-methyl-isonicotinamide), BrC=1C=C(C=NC1)C(=O)C1=CN(C=2N=CN=C(C21)Cl)C(C)C ((5-Bromo-pyridin-3-yl)-(4-chloro-7-isopropyl-7H-pyrrolo[2,3-d]pyrimidin-5-yl)-methanone). Procedure details: The title compound was prepared from 5-Bromo-4-chloro-7-isopropyl-7H-pyrrolo[2,3-d]pyrimidine (6.5 g, 23.7 mmol) and 2-Chloro-N-methoxy-N-methyl-isonicotinamide (5.7 g, 28.4 mmol) by procedures analogous to those described for the preparation of (5-Bromo-pyridin-3-yl)-(4-chloro-7-isopropyl-7H-pyrrolo[2,3-d]pyrimidin-5-yl)-methanone. MS: 295.8 (MH−); HPLC Rf: 2.0 min. (HPLC method 2); HPLC purity: 100%. Yields the product ClC=1C2=C(N=CN1)N(C=C2C(=O)C2=CC(=NC=C2)Cl)C(C)C ((4-Chloro-7-isopropyl-7H-pyrrolo[2,3-d]pyrimidin-5-yl)-(2-chloro-pyridin-4-yl)-methanone). As a reaction SMILES: Br[C:2]1[C:10]2[C:9]([Cl:11])=[N:8][CH:7]=[N:6][C:5]=2[N:4]([CH:12]([CH3:14])[CH3:13])[CH:3]=1.[Cl:15][C:16]1[CH:17]=[C:18]([CH:25]=[CH:26][N:27]=1)[C:19](N(OC)C)=[O:20].BrC1C=C(C(C2C3C(Cl)=NC=NC=3N(C(C)C)C=2)=O)C=NC=1>>[Cl:11][C:9]1[C:10]2[C:2]([C:19]([C:18]3[CH:25]=[CH:26][N:27]=[C:16]([Cl:15])[CH:17]=3)=[O:20])=[CH:3][N:4]([CH:12]([CH3:14])[CH3:13])[C:5]=2[N:6]=[CH:7][N:8]=1. Reactants: CN(C)CC=1NC2=C(N1)C=CC(=C2)CO (2-dimethylaminomethyl-5-hydroxymethylbenzimidazole), S(=O)(Cl)Cl (thionylchloride), SC(C#N)C (2-Mercaptopropionitrile), [Na] (sodium), [O-]CC.[Na+] (sodium ethoxide), chloromethyl. Solvent: CO (methanol). The product is C(#N)CCSCC1=CC2=C(N=C(N2)CN(C)C)C=C1 (5-[(2-cyanoethyl)thiomethyl]-2-dimethylaminomethylbenzimidazole). RXN SMILES: [CH3:1][N:2]([CH2:4][C:5]1[NH:6][C:7]2[CH:13]=[C:12]([CH2:14]O)[CH:11]=[CH:10][C:8]=2[N:9]=1)[CH3:3].[S:16](Cl)(Cl)=O.S[CH:21]([CH3:24])[C:22]#[N:23].[Na].[O-]CC.[Na+]>CO>[C:22]([CH2:21][CH2:24][S:16][CH2:14][C:12]1[CH:11]=[CH:10][C:8]2[N:9]=[C:5]([CH2:4][N:2]([CH3:3])[CH3:1])[NH:6][C:7]=2[CH:13]=1)#[N:23] |f:4.5,^1:24|. Reported procedure: 5-Chloromethyl-2-dimethylaminomethylbenzimidazole, 2hydrochloride (melting point 248.4° C., 3.64 g) was produced by subjecting 2-dimethylaminomethyl-5-hydroxymethylbenzimidazole (3 g) and thionylchloride (10.5 ml) to a 4-hour refluxing with heat. 2-Mercaptopropionitrile (1.05 g) was changed into sodium salt by sodium ethoxide and, at a temperature of 0° C., methanol solution of the above-mentioned chloromethyl compound was added gradually and the mixture was stirred through one whole night at th... The reactants are CCCOCCOc1ccc(OB([O-])[O-])cc1, COC(=O)C1=Cc2cc(Br)ccc2N(c2ccccc2)CC1, O=C([O-])[O-], Cc1ccccc1, CCO, [K+], [K+], c1ccc(P(c2ccccc2)(c2ccccc2)[Pd](P(c2ccccc2)(c2ccccc2)c2ccccc2)(P(c2ccccc2)(c2ccccc2)c2ccccc2)P(c2ccccc2)(c2ccccc2)c2ccccc2)cc1. Product: CCCOCCOc1ccc(-c2ccc3c(c2)C=C(C(=O)OC)CCN3c2ccccc2)cc1. As a reaction SMILES: [B:23]([O-:24])([O-:38])[O:39][c:25]1[cH:26][cH:27][c:28]([O:31][CH2:32][CH2:33][O:34][CH2:35][CH2:36][CH3:37])[cH:29][cH:30]1.[Br:1][c:2]1[cH:3][cH:4][c:5]2[c:6]([cH:22]1)[CH:7]=[C:8]([C:18](=[O:19])[O:20][CH3:21])[CH2:9][CH2:10][N:11]2[c:12]1[cH:13][cH:14][cH:15][cH:16][cH:17]1.[C:40](=[O:41])([O-:42])[O-:43].[CH3:126][c:127]1[cH:128][cH:129][cH:130][cH:131][cH:132]1.[CH3:46][CH2:47][OH:48].[K+:44].[K+:45].[cH:49]1[cH:50][cH:51][c:52]([P:53]([Pd:54]([P:55]([c:56]2[cH:57][cH:58][cH:59][cH:60][cH:61]2)([c:62]2[cH:63][cH:64][cH:65][cH:66][cH:67]2)[c:68]2[cH:69][cH:70][cH:71][cH:72][cH:73]2)([P:74]([c:75]2[cH:76][cH:77][cH:78][cH:79][cH:80]2)([c:81]2[cH:82][cH:83][cH:84][cH:85][cH:86]2)[c:87]2[cH:88][cH:89][cH:90][cH:91][cH:92]2)[P:93]([c:94]2[cH:95][cH:96][cH:97][cH:98][cH:99]2)([c:100]2[cH:101][cH:102][cH:103][cH:104][cH:105]2)[c:106]2[cH:107][cH:108][cH:109][cH:110][cH:111]2)([c:112]2[cH:113][cH:114][cH:115][cH:116][cH:117]2)[c:118]2[cH:119][cH:120][cH:121][cH:122][cH:123]2)[cH:124][cH:125]1>>[c:2]1(-[c:25]2[cH:26][cH:27][c:28]([O:31][CH2:32][CH2:33][O:34][CH2:35][CH2:36][CH3:37])[cH:29][cH:30]2)[cH:3][cH:4][c:5]2[c:6]([cH:22]1)[CH:7]=[C:8]([C:18](=[O:19])[O:20][CH3:21])[CH2:9][CH2:10][N:11]2[c:12]1[cH:13][cH:14][cH:15][cH:16][cH:17]1. Reactants: CN(C)C=O, [Cl-], CSc1nsc(Cl)n1, [H-], [Na+], [Na+], OCc1ccccn1. The product is CSc1nsc(OCc2ccccn2)n1. Reaction SMILES: [CH3:21][N:22]([CH3:23])[CH:24]=[O:25].[Cl-:20].[Cl:11][c:12]1[n:13][c:14]([S:17][CH3:18])[n:15][s:16]1.[H-:9].[Na+:10].[Na+:19].[n:1]1[c:2]([CH2:7][OH:8])[cH:3][cH:4][cH:5][cH:6]1>>[n:1]1[c:2]([CH2:7][O:8][c:12]2[n:13][c:14]([S:17][CH3:18])[n:15][s:16]2)[cH:3][cH:4][cH:5][cH:6]1. Reactants: ClC1=NC=NC(=C1C(=O)C=1C=NN(C1C1=CC=C(C=C1)C)C)Cl ((4,6-dichloropyrimidin-5-yl)[1-methyl-5-(4-methylphenyl)-1H-pyrazol-4-yl]methanone), C(C)(C)N(C(C)C)CC (N,N-diisopropylethylamine), N1C[C@H](CC1)N1CCCCC1 (1-[(3S)-pyrrolidin-3-yl]piperidine), ClC1=NC=NC(=C1C(=O)C=1C=NN(C1C1=CC=C(C=C1)C)C)N1C[C@H](CC1)N1CCCCC1 ({4-chloro-6-[(3S)-3-(piperidin-1-yl)pyrrolidin-1-yl]pyrimidin-5-yl}[1-methyl-5-(4-methylphenyl)-1H-pyrazol-4-yl]methanone), CNN (methylhydrazine). Solvent: C(C)#N (acetonitrile), C(C)#N (acetonitrile). Conditions: time 3 hour. Product: CN1N=C(C=2C1=NC=NC2N2C[C@H](CC2)N2CCCCC2)C=2C=NN(C2C2=CC=C(C=C2)C)C (1-Methyl-3-[1-methyl-5-(4-methylphenyl)-1H-pyrazol-4-yl]-4-[(3S)-3-(piperidin-1-yl)pyrrolidin-1-yl]-1H-pyrazolo[3,4-d]pyrimidine). Yield: 90.0%. As a reaction SMILES: ClC1C(C(C2[CH:11]=[N:12][N:13](C)C=2C2C=CC(C)=CC=2)=O)=C(Cl)N=CN=1.C(N(CC)C(C)C)(C)C.N1CC[C@H](N2CCCCC2)C1.Cl[C:45]1[C:50]([C:51]([C:53]2[CH:54]=[N:55][N:56]([CH3:65])[C:57]=2[C:58]2[CH:63]=[CH:62][C:61]([CH3:64])=[CH:60][CH:59]=2)=O)=[C:49]([N:66]2[CH2:70][CH2:69][C@H:68]([N:71]3[CH2:76][CH2:75][CH2:74][CH2:73][CH2:72]3)[CH2:67]2)[N:48]=[CH:47][N:46]=1.CNN>C(#N)C>[CH3:11][N:12]1[C:45]2=[N:46][CH:47]=[N:48][C:49]([N:66]3[CH2:70][CH2:69][C@H:68]([N:71]4[CH2:72][CH2:73][CH2:74][CH2:75][CH2:76]4)[CH2:67]3)=[C:50]2[C:51]([C:53]2[CH:54]=[N:55][N:56]([CH3:65])[C:57]=2[C:58]2[CH:59]=[CH:60][C:61]([CH3:64])=[CH:62][CH:63]=2)=[N:13]1. Procedure: To a mixture of (4,6-dichloropyrimidin-5-yl)[1-methyl-5-(4-methylphenyl)-1H-pyrazol-4-yl]methanone (C5) (7.3 g, 21 mmol) and N,N-diisopropylethylamine (13.56 g, 104.9 mmol) in acetonitrile (100 mL) was added 1-[(3S)-pyrrolidin-3-yl]piperidine (4.8 g, 31 mmol), and the resulting reaction mixture was stirred at room temperature for 3 hours. To this solution of {4-chloro-6-[(3S)-3-(piperidin-1-yl)pyrrolidin-1-yl]pyrimidin-5-yl}[1-methyl-5-(4-methylphenyl)-1H-pyrazol-4-yl]methanone (C7) was added dr... The reactants are solution, CN (methylamine), solution, COC(=O)C=1N=C(SC1)C(CC(C(C)C)N(C(C(C(CC)C)NC(=O)C1N(CCCC1)C)=O)C)O (2-[1-hydroxy-4-methyl-3-(methyl-{3-methyl-2-[(1-methyl-piperidine-2-carbonyl)-amino]-pentanoyl}-amino)-pentyl]-thiazole-4-carboxylic acid methyl ester). Solvent: C1CCOC1 (THF), CO (MeOH). Conditions: temperature 100 celsius. Product: OC(CC(C(C)C)N(C(=O)C(C(CC)C)NC(=O)C1N(CCCC1)C)C)C=1SC=C(N1)C(NC)=O (1-methyl-piperidine-2-carboxylic acid [1-({1-[2-hydroxy-2-(4-methylcarbamoyl-thiazol-2-yl)-ethyl]-2-methyl-propyl}-methyl-carbamoyl)-2-methyl-butyl]-amide). Isolated yield 51.9%. RXN SMILES: [CH3:1][NH2:2].CO[C:5]([C:7]1[N:8]=[C:9]([CH:12]([OH:37])[CH2:13][CH:14]([N:18]([CH3:36])[C:19](=[O:35])[CH:20]([NH:25][C:26]([CH:28]2[CH2:33][CH2:32][CH2:31][CH2:30][N:29]2[CH3:34])=[O:27])[CH:21]([CH3:24])[CH2:22][CH3:23])[CH:15]([CH3:17])[CH3:16])[S:10][CH:11]=1)=[O:6]>C1COCC1.CO>[OH:37][CH:12]([C:9]1[S:10][CH:11]=[C:7]([C:5](=[O:6])[NH:2][CH3:1])[N:8]=1)[CH2:13][CH:14]([N:18]([CH3:36])[C:19]([CH:20]([NH:25][C:26]([CH:28]1[CH2:33][CH2:32][CH2:31][CH2:30][N:29]1[CH3:34])=[O:27])[CH:21]([CH3:24])[CH2:22][CH3:23])=[O:35])[CH:15]([CH3:16])[CH3:17]. Procedure: In a sealed tube, 10.0 mL of a 2.0 M solution of methylamine (5.00 mmol) in THF was added to a 0.02 M solution of 23 (27.0 mg, 0.0529 mmol) in MeOH (2.50 mL). The reaction solution was heated to 100° C. for 21 h. After the solution cooled to rt, the solvent was removed under reduced pressure. Reverse-phase HPFC (20:80 to 100:0 MeCN/H2O) followed by lyophilization provided compound 25 (14.0 mg, 52%) as an amorphous solid. The 1H NMR corresponds to a 6:1 mixture of rotamers, with the major isomer ... Reactants: CNO, Cl, COc1c(C(=O)O)ncc2c1ccn2Cc1ccc(F)cc1. Yields the product COc1c(C(=O)N(C)O)ncc2c1ccn2Cc1ccc(F)cc1. RXN SMILES: [CH3:24][NH:25][OH:26].[ClH:23].[F:1][c:2]1[cH:3][cH:4][c:5]([CH2:6][n:7]2[cH:8][cH:9][c:10]3[c:11]2[cH:12][n:13][c:14]([C:18](=[O:19])[OH:20])[c:15]3[O:16][CH3:17])[cH:21][cH:22]1>>[F:1][c:2]1[cH:3][cH:4][c:5]([CH2:6][n:7]2[cH:8][cH:9][c:10]3[c:11]2[cH:12][n:13][c:14]([C:18](=[O:19])[N:25]([CH3:24])[OH:26])[c:15]3[O:16][CH3:17])[cH:21][cH:22]1. Reactants: CC(C)O, Clc1nc(Cl)c2ncn(CC3CCOCC3)c2n1, N. The product is Nc1nc(Cl)nc2c1ncn2CC1CCOCC1. As a reaction SMILES: [CH:20]([OH:21])([CH3:22])[CH3:23].[Cl:1][c:2]1[n:3][c:4]([Cl:18])[c:5]2[n:6][cH:7][n:8]([CH2:11][CH:12]3[CH2:13][CH2:14][O:15][CH2:16][CH2:17]3)[c:9]2[n:10]1.[NH3:19]>>[Cl:1][c:2]1[n:3][c:4]([NH2:19])[c:5]2[n:6][cH:7][n:8]([CH2:11][CH:12]3[CH2:13][CH2:14][O:15][CH2:16][CH2:17]3)[c:9]2[n:10]1. Starting materials: CC(=O)C1CCC(NC(=O)c2cc(C(F)(F)F)ccc2Cl)CC1, Cl[SiH](Cl)Cl, ClCCl, Nc1ccccc1, CN(C)C=O. Product: CC(Nc1ccccc1)C1CCC(NC(=O)c2cc(C(F)(F)F)ccc2Cl)CC1. RXN SMILES: [C:1]([CH3:2])(=[O:3])[CH:4]1[CH2:5][CH2:6][CH:7]([NH:10][C:11]([c:12]2[c:13]([Cl:22])[cH:14][cH:15][c:16]([C:18]([F:19])([F:20])[F:21])[cH:17]2)=[O:23])[CH2:8][CH2:9]1.[Cl:36][SiH:37]([Cl:38])[Cl:39].[Cl:40][CH2:41][Cl:42].[NH2:24][c:25]1[cH:26][cH:27][cH:28][cH:29][cH:30]1.[O:31]=[CH:32][N:33]([CH3:34])[CH3:35]>>[CH:1]([CH3:2])([CH:4]1[CH2:5][CH2:6][CH:7]([NH:10][C:11]([c:12]2[c:13]([Cl:22])[cH:14][cH:15][c:16]([C:18]([F:19])([F:20])[F:21])[cH:17]2)=[O:23])[CH2:8][CH2:9]1)[NH:24][c:25]1[cH:26][cH:27][cH:28][cH:29][cH:30]1. Starting materials: COCOc1c(C)cccc1C(C)(C)C, C1CCOC1, CN(C)CCN(C)C, CCOC(C)=O, [Li]C(C)CC. Product: CC(C)(C)c1cccc2c1OC(=O)C2. RXN SMILES: [C:1]([CH3:2])([CH3:3])([CH3:4])[c:5]1[c:6]([O:12][CH2:13][O:14][CH3:15])[c:7]([CH3:11])[cH:8][cH:9][cH:10]1.[CH2:35]1[O:36][CH2:37][CH2:38][CH2:39]1.[CH3:16][N:17]([CH3:18])[CH2:19][CH2:20][N:21]([CH3:22])[CH3:23].[CH3:29][CH2:30][O:31][C:32](=[O:33])[CH3:34].[CH:24]([Li:25])([CH2:26][CH3:27])[CH3:28]>>[C:1]([CH3:2])([CH3:3])([CH3:4])[c:5]1[c:6]2[c:7]([cH:8][cH:9][cH:10]1)[CH2:11][C:13](=[O:14])[O:12]2.